Dataset: the Open Reaction Database (ORD), a public repository of structured organic reaction records. Task: describe an organic reaction: reactants, conditions, products, and yield The reactants are NC=1C(=CC(=C(C1)NC(C)=O)F)Cl (N-(5-amino-4-chloro-2-fluorophenyl)acetamide), ClCS(=O)(=O)Cl (chloromethylsulfonyl chloride), ClCS(=O)(=O)Cl (chloromethylsulfonyl chloride), O (Water). The solvent is N1=CC=CC=C1 (pyridine). Reaction conditions: time 14 hour. The product is ClC1=CC(=C(C=C1NS(=O)(=O)CCl)NC(C)=O)F (N-[4-chloro-5-[[(chloromethyl)sulfonyl]amino]-2-fluorophenyl]acetamide), powder. The yield is 89.0%. As a reaction SMILES: [NH2:1][C:2]1[C:3]([Cl:13])=[CH:4][C:5]([F:12])=[C:6]([NH:8][C:9](=[O:11])[CH3:10])[CH:7]=1.[Cl:14][CH2:15][S:16](Cl)(=[O:18])=[O:17].O>N1C=CC=CC=1>[Cl:13][C:3]1[C:2]([NH:1][S:16]([CH2:15][Cl:14])(=[O:18])=[O:17])=[CH:7][C:6]([NH:8][C:9](=[O:11])[CH3:10])=[C:5]([F:12])[CH:4]=1. Procedure details: To a stirred solution of the title compound of Step B (8.10 g, 40 mmol) in pyridine (50 mL) was added chloromethylsulfonyl chloride (3.84 mL, 40.45 mmol) over 30 minutes at 0° C. After stirring at room temperature for 14 h, chloromethylsulfonyl chloride (0.38 mL, 4.05 mmol) was added to complete the reaction. Water was added so that the product precipitated. After filtration and washing with water and petroleum ether, the title compound of Step C was isolated as a bright powder (11.17 g, 89%) me... The reactants are ClC1=CC=C(C=C1)I (1-chloro-4-iodo-benzene), COC(C1=CC(=CC=C1)CN(C(C#CC1=CC=CC=C1)=O)C1=CC=C(C=C1)F)=O (3-{[(4-fluoro-phenyl)-(3-phenyl-propynoyl)-amino]-methyl}-benzoic acid methyl ester). Product: COC(C1=CC(=CC=C1)CN1C(/C(/C2=CC(=CC=C12)F)=C(\C1=CC=CC=C1)/C1=CC=C(C=C1)Cl)=O)=O (3-{3-[1-(4-Chloro-phenyl)-1-phenyl-meth-(E)-ylidene]-5-fluoro-2-oxo-2,3-dihydro-indol-1-ylmethyl}-benzoic acid methyl ester). Reaction SMILES: [Cl:1][C:2]1[CH:7]=[CH:6][C:5](I)=[CH:4][CH:3]=1.[CH3:9][O:10][C:11](=[O:37])[C:12]1[CH:17]=[CH:16][CH:15]=[C:14]([CH2:18][N:19]([C:30]2[CH:35]=[CH:34][C:33]([F:36])=[CH:32][CH:31]=2)[C:20](=[O:29])[C:21]#[C:22][C:23]2[CH:28]=[CH:27][CH:26]=[CH:25][CH:24]=2)[CH:13]=1>>[CH3:9][O:10][C:11](=[O:37])[C:12]1[CH:17]=[CH:16][CH:15]=[C:14]([CH2:18][N:19]2[C:30]3[C:31](=[CH:32][C:33]([F:36])=[CH:34][CH:35]=3)/[C:21](=[C:22](\[C:5]3[CH:6]=[CH:7][C:2]([Cl:1])=[CH:3][CH:4]=3)/[C:23]3[CH:28]=[CH:27][CH:26]=[CH:25][CH:24]=3)/[C:20]2=[O:29])[CH:13]=1. Procedure: The title compound was prepared in analogy to Example 5 starting from 1-chloro-4-iodo-benzene (commercially available) and 3-{[(4-fluoro-phenyl)-(3-phenyl-propynoyl)-amino]-methyl}-benzoic acid methyl ester. 1H NMR (300 Hz, CDCl3): δppm 3.91 (s, 3H), 4.94 (s, 2H), 6.25 (dd, 1H), 6.54 (dd, 2H), 6.75-6.80 (m, 1H), 7.10 (d, 2H), 7.33-7.54 (m, 8H), 7.94 (d, 1H), 7.98 (s, 1H). Starting materials: N1[C@@H](CCC1=O)C(=O)O (pyroglutamic acid), C1(=CC=CC=C1)CCNC([C@@H](NC([C@@H](NC([C@@H](NC(CNC(CN)=O)=O)CO)=O)CC(N)=O)=O)CC1=CC=CC=C1)=O (glycyl-glycyl-seryl-asparaginyl-phenylalanine 2-phenylethylamide), N=C=N (carbodiimide). Yields the product C1(=CC=CC=C1)CCNC([C@@H](NC([C@@H](NC([C@@H](NC(CNC(CNC([C@H]1NC(CC1)=O)=O)=O)=O)CO)=O)CC(N)=O)=O)CC1=CC=CC=C1)=O (Pyroglutamyl-glycyl-glycyl-seryl-asparaginyl-phenylalanine 2-phenylethylamide). Yield: 82.0%. As a reaction SMILES: [NH:1]1[C:5](=[O:6])[CH2:4][CH2:3][C@H:2]1[C:7]([OH:9])=O.[C:10]1([CH2:16][CH2:17][NH:18][C:19](=[O:51])[C@H:20]([CH2:44][C:45]2[CH:50]=[CH:49][CH:48]=[CH:47][CH:46]=2)[NH:21][C:22](=[O:43])[C@H:23]([CH2:39][C:40](=[O:42])[NH2:41])[NH:24][C:25](=[O:38])[C@H:26]([CH2:36][OH:37])[NH:27][C:28](=[O:35])[CH2:29][NH:30][C:31](=[O:34])[CH2:32][NH2:33])[CH:15]=[CH:14][CH:13]=[CH:12][CH:11]=1.N=C=N>>[C:10]1([CH2:16][CH2:17][NH:18][C:19](=[O:51])[C@H:20]([CH2:44][C:45]2[CH:46]=[CH:47][CH:48]=[CH:49][CH:50]=2)[NH:21][C:22](=[O:43])[C@H:23]([CH2:39][C:40](=[O:42])[NH2:41])[NH:24][C:25](=[O:38])[C@H:26]([CH2:36][OH:37])[NH:27][C:28](=[O:35])[CH2:29][NH:30][C:31](=[O:34])[CH2:32][NH:33][C:7](=[O:9])[C@@H:2]2[CH2:3][CH2:4][C:5](=[O:6])[NH:1]2)[CH:15]=[CH:14][CH:13]=[CH:12][CH:11]=1. Procedure: Pyroglutamyl-glycyl-glycyl-seryl-asparaginyl-phenylalanine 2-phenylethylamide is prepared from pyroglutamic acid and glycyl-glycyl-seryl-asparaginyl-phenylalanine 2-phenylethylamide using the carbodiimide method similar to that described in the preceding example 5. Yield 82 %, m.p. 209°-211° C., Rf 0.25/S1, 0.67/S2. Starting materials: ClCCCBr, O=C([O-])[O-], CCOC(=O)c1ccc(O)cc1, CC(C)=O, [K+], [K+]. Yields the product CCOC(=O)c1ccc(OCCCCl)cc1. Reaction SMILES: [Br:13][CH2:14][CH2:15][CH2:16][Cl:17].[C:18](=[O:19])([O-:20])[O-:21].[CH2:1]([CH3:2])[O:3][C:4]([c:5]1[cH:6][cH:7][c:8]([OH:11])[cH:9][cH:10]1)=[O:12].[CH3:24][C:25](=[O:26])[CH3:27].[K+:22].[K+:23]>>[CH2:1]([CH3:2])[O:3][C:4]([c:5]1[cH:6][cH:7][c:8]([O:11][CH2:14][CH2:15][CH2:16][Cl:17])[cH:9][cH:10]1)=[O:12]. Starting materials: C([O-])([O-])=O.[Cs+].[Cs+] (caesium carbonate), FC(C(=O)O)(F)F.ClC=1C=C(C=CC1OC(C)C)C1=NC(=NO1)C=1C(=C2CCNCC2=CC1)C (6-(5-{3-chloro-4-[(1-methylethyl)oxy]phenyl}-1,2,4-oxadiazol-3-yl)-5-methyl-1,2,3,4-tetrahydroisoquinoline trifluoroacetate), BrCC(=O)OCC (ethyl bromoacetate). Solvent: C(C)(=O)OCC (ethyl acetate), CN(C)C=O (DMF). Run at time 35 minute. Yields the product C(C)OC(CN1CC2=CC=C(C(=C2CC1)C)C1=NOC(=N1)C1=CC(=C(C=C1)OC(C)C)Cl)=O (Ethyl[6-(5-{3-chloro-4-[(1-methylethyl)oxy]phenyl}-1,2,4-oxadiazol-3-yl)-5-methyl-3,4-dihydro-2(1H)-isoquinolinyl]acetate). Yield: 88.7%. Reaction SMILES: FC(F)(F)C(O)=O.[Cl:8][C:9]1[CH:10]=[C:11]([C:19]2[O:23][N:22]=[C:21]([C:24]3[C:25]([CH3:34])=[C:26]4[C:31](=[CH:32][CH:33]=3)[CH2:30][NH:29][CH2:28][CH2:27]4)[N:20]=2)[CH:12]=[CH:13][C:14]=1[O:15][CH:16]([CH3:18])[CH3:17].C(=O)([O-])[O-].[Cs+].[Cs+].Br[CH2:42][C:43]([O:45][CH2:46][CH3:47])=[O:44]>CN(C=O)C.C(OCC)(=O)C>[CH2:46]([O:45][C:43](=[O:44])[CH2:42][N:29]1[CH2:28][CH2:27][C:26]2[C:31](=[CH:32][CH:33]=[C:24]([C:21]3[N:20]=[C:19]([C:11]4[CH:12]=[CH:13][C:14]([O:15][CH:16]([CH3:18])[CH3:17])=[C:9]([Cl:8])[CH:10]=4)[O:23][N:22]=3)[C:25]=2[CH3:34])[CH2:30]1)[CH3:47] |f:0.1,2.3.4|. Procedure details: To a suspension of 6-(5-{3-chloro-4-[(1-methylethyl)oxy]phenyl}-1,2,4-oxadiazol-3-yl)-5-methyl-1,2,3,4-tetrahydroisoquinoline trifluoroacetate (Example 10; 90 mg; 0.18 mmol) in DMF (3 ml) under nitrogen at room temperature was added caesium carbonate (177 mg; 0.54 mmol) followed by ethyl bromoacetate (0.026 ml; 0.23 mmol). After 35 min, the mixture was diluted with ethyl acetate and the precipitate removed. The solution was washed with water and the aqueous layer further extracted with ethyl ace... The reactants are N1C(=CC=C1)C(C(=O)OC)=O (Methyl pyrrol-2-ylglyoxylate), [H-].[Na+] (sodium hydride), C(C1=CC=CC=C1)OCCl (Benzyloxymethyl chloride). Solvent: COCCOCCOC (diglyme). Run at time 3 hour. Product: C(C1=CC=CC=C1)OCN1C(=CC=C1)C(C(=O)OC)=O (Methyl N-Benzyloxymethylpyrrol-2-ylglyoxylate). Isolated yield 45.8%. Reaction SMILES: [NH:1]1[CH:5]=[CH:4][CH:3]=[C:2]1[C:6](=[O:11])[C:7]([O:9][CH3:10])=[O:8].[H-].[Na+].[CH2:14]([O:21][CH2:22]Cl)[C:15]1[CH:20]=[CH:19][CH:18]=[CH:17][CH:16]=1>COCCOCCOC>[CH2:14]([O:21][CH2:22][N:1]1[CH:5]=[CH:4][CH:3]=[C:2]1[C:6](=[O:11])[C:7]([O:9][CH3:10])=[O:8])[C:15]1[CH:20]=[CH:19][CH:18]=[CH:17][CH:16]=1 |f:1.2|. Procedure: Methyl pyrrol-2-ylglyoxylate (306 mg) in diglyme was treated with sodium hydride (63 mg) and stirred at room temperature for 3 hr. Benzyloxymethyl chloride (376 mg) was added and the mixture stirred at room temperature for a further 3 hr. The suspension was filtered and the filtrate evaporated. The residue, in ether, was washed with sodium bicarbonate solution, water and dried. Evaporation gave the crude product as a brown oil (530 mg). Purification by preparative thin-layer chromatography gave ... Reactants: CC(=O)Cl, COC(=O)NC(=S)Nc1cc(Sc2ccccc2)ccc1N, C1CCOC1. Yields the product COC(=O)NC(=S)Nc1cc(Sc2ccccc2)ccc1NC(C)=O. As a reaction SMILES: [CH3:23][C:24]([Cl:25])=[O:26].[NH2:1][c:2]1[c:3]([NH:15][C:16](=[S:17])[NH:18][C:19](=[O:20])[O:21][CH3:22])[cH:4][c:5]([S:8][c:9]2[cH:10][cH:11][cH:12][cH:13][cH:14]2)[cH:6][cH:7]1.[O:27]1[CH2:28][CH2:29][CH2:30][CH2:31]1>>[NH:1]([c:2]1[c:3]([NH:15][C:16](=[S:17])[NH:18][C:19](=[O:20])[O:21][CH3:22])[cH:4][c:5]([S:8][c:9]2[cH:10][cH:11][cH:12][cH:13][cH:14]2)[cH:6][cH:7]1)[C:24]([CH3:23])=[O:26]. Starting materials: CCN(C(C)C)C(C)C (DIPEA), O=C1CCC[C@@H](N1C(=O)OC(C)(C)C)C(=O)OCC ((R)-1-tert-butyl 2-ethyl 6-oxopiperidine-1,2-dicarboxylate), LiEt3BH, C1CCOC1 (THF), C(=O)(C(F)(F)F)OC(=O)C(F)(F)F (TFAA). The reagents and catalysts are CN(C)C=1C=CN=CC1 (DMAP). Solvent: C1(=CC=CC=C1)C (toluene). Reaction conditions: temperature -45 celsius, time 30 minute. Yields the product N1([C@H](CCC=C1)C(=O)OCC)C(=O)OC(C)(C)C ((R)-1-tert-butyl 2-ethyl 3,4-dihydropyridine-1,2(2H)-dicarboxylate). The yield is 55.3%. RXN SMILES: O=[C:2]1[N:7]([C:8]([O:10][C:11]([CH3:14])([CH3:13])[CH3:12])=[O:9])[C@@H:6]([C:15]([O:17][CH2:18][CH3:19])=[O:16])[CH2:5][CH2:4][CH2:3]1.C1COCC1.CCN(C(C)C)C(C)C.C(OC(C(F)(F)F)=O)(C(F)(F)F)=O>C1(C)C=CC=CC=1.CN(C1C=CN=CC=1)C>[N:7]1([C:8]([O:10][C:11]([CH3:12])([CH3:14])[CH3:13])=[O:9])[CH:2]=[CH:3][CH2:4][CH2:5][C@@H:6]1[C:15]([O:17][CH2:18][CH3:19])=[O:16]. Procedure: A solution of (R)-1-tert-butyl 2-ethyl 6-oxopiperidine-1,2-dicarboxylate (D19) (0.5 g, 1.84 mmol) in toluene (5 ml) was cooled at −50° C. LiEt3BH 1M solution in THF (1.93 ml, 1.93 mmol) was added dropwise in a manner that the reaction temperature did not exceed −45° C. After complete addition the mixture was stirred at −45° C. for 30 minutes. DIPEA (1.38 ml, 7.92 mmol) was added to the reaction maintaining the temperature below −45° C. followed by the addition of DMAP (3.4 mg, 0.027 mmol). The r...